Dataset: the Open Reaction Database (ORD), a public repository of structured organic reaction records. Task: describe an organic reaction: reactants, conditions, products, and yield Starting materials: [Cl-].O[NH3+] (hydroxylammonium chloride), C(O)([O-])=O.[Na+] (sodium hydrogen carbonate), CS(=O)C (dimethyl sulfoxide), C(CCC)C=1N=CN(C(C1CC1=CC=C(C=C1)C=1C(=CC=CC1)C#N)=O)CC1=CC=C(C=C1)F (4′-{[4-butyl-1-(4-fluorobenzyl)-6-oxo-1,6-dihydropyrimidin-5-yl]methyl}biphenyl-2-carbonitrile). Solvent: C(C)(=O)OCC (ethyl acetate). Run at temperature 40 celsius, time 30 minute. Yields the product C(CCC)C1=C(C(N(C=N1)CC1=CC=C(C=C1)F)=O)CC1=CC=C(C=C1)C1=C(C=CC=C1)C1=NOC(N1)=O (6-butyl-3-(4-fluorobenzyl)-5-{[2′-(5-oxo-4,5-dihydro-1,2,4-oxadiazol-3-yl)biphenyl-4-yl]methyl}pyrimidin-4(3H)-one). Yield: 62.2%. As a reaction SMILES: [Cl-].O[NH3+:3].[C:4](=[O:7])([O-])[OH:5].[Na+].CS(C)=O.[CH2:13]([C:17]1[N:18]=[CH:19][N:20]([CH2:39][C:40]2[CH:45]=[CH:44][C:43]([F:46])=[CH:42][CH:41]=2)[C:21](=[O:38])[C:22]=1[CH2:23][C:24]1[CH:29]=[CH:28][C:27]([C:30]2[C:31]([C:36]#[N:37])=[CH:32][CH:33]=[CH:34][CH:35]=2)=[CH:26][CH:25]=1)[CH2:14][CH2:15][CH3:16]>C(OCC)(=O)C>[CH2:13]([C:17]1[N:18]=[CH:19][N:20]([CH2:39][C:40]2[CH:45]=[CH:44][C:43]([F:46])=[CH:42][CH:41]=2)[C:21](=[O:38])[C:22]=1[CH2:23][C:24]1[CH:25]=[CH:26][C:27]([C:30]2[CH:35]=[CH:34][CH:33]=[CH:32][C:31]=2[C:36]2[NH:3][C:4](=[O:7])[O:5][N:37]=2)=[CH:28][CH:29]=1)[CH2:14][CH2:15][CH3:16] |f:0.1,2.3|. Procedure details: A mixture of hydroxylammonium chloride (1.25 g), sodium hydrogen carbonate (2.02 g) and dimethyl sulfoxide (15 mL) was stirred at 40° C. for 30 min, 4′-{[4-butyl-1-(4-fluorobenzyl)-6-oxo-1,6-dihydropyrimidin-5-yl]methyl}biphenyl-2-carbonitrile (0.54 g) was added, and the mixture was stirred at 90° C. for 16 hr. The reaction mixture was diluted with ethyl acetate, washed with water and then with saturated brine, and dried over anhydrous magnesium sulfate. The solvent was evaporated under reduced ... Starting materials: C(C1=CC=CC=C1)OC=1C=C2C(N(C(N(C2=CC1)C1CCS(CC1)(=O)=O)=O)CC1=CC(=C(C=C1)OC)OC)=O (6-(benzyloxy)-3-(3,4-dimethoxybenzyl)-1-(1,1-dioxidotetrahydro-2H-thiopyran-4-yl)-quinazoline-2,4(1H,3H)-dione). Solvent: C(=O)O (formic acid). The product is COC=1C=C(CN2C(N(C3=CC=C(C=C3C2=O)O)C2CCS(CC2)(=O)=O)=O)C=CC1OC (3-(3,4-dimethoxybenzyl)-1-(1,1-dioxidotetrahydro-2H-thiopyran-4-yl)-6-hydroxyquinazoline-2,4(1H,3H)-dione). RXN SMILES: C([O:8][C:9]1[CH:10]=[C:11]2[C:16](=[CH:17][CH:18]=1)[N:15]([CH:19]1[CH2:24][CH2:23][S:22](=[O:26])(=[O:25])[CH2:21][CH2:20]1)[C:14](=[O:27])[N:13]([CH2:28][C:29]1[CH:34]=[CH:33][C:32]([O:35][CH3:36])=[C:31]([O:37][CH3:38])[CH:30]=1)[C:12]2=[O:39])C1C=CC=CC=1>C(O)=O>[CH3:38][O:37][C:31]1[CH:30]=[C:29]([CH:34]=[CH:33][C:32]=1[O:35][CH3:36])[CH2:28][N:13]1[C:12](=[O:39])[C:11]2[C:16](=[CH:17][CH:18]=[C:9]([OH:8])[CH:10]=2)[N:15]([CH:19]2[CH2:20][CH2:21][S:22](=[O:26])(=[O:25])[CH2:23][CH2:24]2)[C:14]1=[O:27]. Procedure details: A mixture of 0.42 g of the compound obtained in Step 18.1 and 3.66 g of formic acid is irradiated in a microwave field for 10 minutes at 180° C. The reaction mixture is evaporated under reduced pressure. The residue is chromatographed on silica gel, eluting with a DCM/MeOH mixture from (100/0, v/v) to (90/10, v/v), to give the expected product.